Dataset: the Open Reaction Database (ORD), a public repository of structured organic reaction records. Task: describe an organic reaction: reactants, conditions, products, and yield The reactants are COC1=C(C=CC=C1)N1CCNCC1 (1-(2-methoxy-phenyl)-piperazine), FC(C1=NC(=NO1)C=1C=C(C(=O)O)C=CC1)(F)F (3-(5-(trifluoromethyl)-1,2,4-oxadiazol-3-yl)benzoic acid). Product: COC1=C(C=CC=C1)N1CCN(CC1)C(=O)C1=CC(=CC=C1)C1=NOC(=N1)C(F)(F)F ((4-(2-Methoxyphenyl)piperazin-1-yl)(3-(5-(trifluoromethyl)-1,2,4-oxadiazol-3-yl)phenyl)methanone). Isolated yield 28.0%. Reaction SMILES: [CH3:1][O:2][C:3]1[CH:8]=[CH:7][CH:6]=[CH:5][C:4]=1[N:9]1[CH2:14][CH2:13][NH:12][CH2:11][CH2:10]1.[F:15][C:16]([F:32])([F:31])[C:17]1[O:21][N:20]=[C:19]([C:22]2[CH:23]=[C:24]([CH:28]=[CH:29][CH:30]=2)[C:25](O)=[O:26])[N:18]=1>>[CH3:1][O:2][C:3]1[CH:8]=[CH:7][CH:6]=[CH:5][C:4]=1[N:9]1[CH2:14][CH2:13][N:12]([C:25]([C:24]2[CH:28]=[CH:29][CH:30]=[C:22]([C:19]3[N:18]=[C:17]([C:16]([F:31])([F:15])[F:32])[O:21][N:20]=3)[CH:23]=2)=[O:26])[CH2:11][CH2:10]1. Reported procedure: This compound was synthesized from 1-(2-methoxy-phenyl)-piperazine and 3-(5-(trifluoromethyl)-1,2,4-oxadiazol-3-yl)benzoic acid as described for example 37 step 3 (63 mg, yield 28%). 1H NMR (400 MHz, CDCl3) δ 8.22-8.19 (m, 2H), 7.69-7.60 (m, 2H), 7.08-7.04 (m, 1H), 6.96-6.89 (m, 3H), 4.02 (m, 2H), 3.89 (s, 3H), 3.64 (m, 2H), 3.18 (m, 2H), 3.04 (m, 2H). MS (ESI) m/z: Calculated for C21H19F3N4O3: 432.14. found: 433.2 (M+H)+ Isolated yield 91.8%. Run at time 8 hour. The reactants are CC1=CC=C(C(C(=O)O)=C1)O (5-methylsalicylic acid), COC=1C=C2CCN(CC2=CC1OC)CCCCN (4-(6,7-dimethoxy-3,4-dihydroisoquinolin-2(1H)-yl)butan-1-amine), C1(CCCCC1)N=C=NC1CCCCC1 (N,N′-Dicyclohexylcarbodiimide), O.ON1N=NC2=C1C=CC=C2 (1-Hydroxybenzotriazole hydrate). Reported procedure: A mixture of 5-methylsalicylic acid (0.691 g, 4.5 mmol), 4-(6,7-dimethoxy-3,4-dihydroisoquinolin-2(1H)-yl)butan-1-amine (1.0 g, 3.8 mmol), N,N′-Dicyclohexylcarbodiimide (DCC) (0.94 g, 4.5 mmol) and 1-Hydroxybenzotriazole hydrate (HOBOt) (0.61 g, 4.5 mmol) in dichloromethane (20 mL) was stirred overnight under an atmosphere of nitrogen. The reaction mixture was washed with saturated sodium bicarbonate solution (3×10 mL). The organic solution was dried over Na2SO4 and volatiles were removed under ... Product: COC=1C=C2CCN(CC2=CC1OC)CCCCNC(C1=C(C=CC(=C1)C)O)=O (N-(4-(6,7-dimethoxy-3,4-dihydroisoquinolin-2(1H)-yl)butyl)-2-hydroxy-5-methylbenzamide). Reaction SMILES: [CH3:1][C:2]1[CH:10]=[C:6]([C:7]([OH:9])=O)[C:5]([OH:11])=[CH:4][CH:3]=1.[CH3:12][O:13][C:14]1[CH:15]=[C:16]2[C:21](=[CH:22][C:23]=1[O:24][CH3:25])[CH2:20][N:19]([CH2:26][CH2:27][CH2:28][CH2:29][NH2:30])[CH2:18][CH2:17]2.C1(N=C=NC2CCCCC2)CCCCC1.O.ON1C2C=CC=CC=2N=N1>ClCCl>[CH3:12][O:13][C:14]1[CH:15]=[C:16]2[C:21](=[CH:22][C:23]=1[O:24][CH3:25])[CH2:20][N:19]([CH2:26][CH2:27][CH2:28][CH2:29][NH:30][C:7](=[O:9])[C:6]1[CH:10]=[C:2]([CH3:1])[CH:3]=[CH:4][C:5]=1[OH:11])[CH2:18][CH2:17]2 |f:3.4|. Run in ClCCl (dichloromethane). Starting materials: C(C1=CC=CC=C1)N1CCOC2=C(C1)C=CC(=N2)Cl (4-benzyl-8-chloro-2,3,4,5-tetrahydropyrido[3,2-f][1,4]oxazepine), CC(C)(C)[O-].[Na+] (tBuONa), O (water). Reagents/catalysts: C=1C=CC(=CC1)/C=C/C(=O)/C=C/C2=CC=CC=C2.C=1C=CC(=CC1)/C=C/C(=O)/C=C/C2=CC=CC=C2.C=1C=CC(=CC1)/C=C/C(=O)/C=C/C2=CC=CC=C2.[Pd].[Pd] (Pd2(dba)3), C=1C=CC(=CC1)P(C=2C=CC=CC2)C3=CC=C4C=CC=CC4=C3C5=C6C=CC=CC6=CC=C5P(C=7C=CC=CC7)C=8C=CC=CC8 (BINAP). Solvent: C1(=CC=CC=C1)C (toluene). Reaction conditions: temperature 100 celsius, time 2 hour. The product is C(C1=CC=CC=C1)N1CCOC2=C(C1)C=CC(=N2)OC(C)(C)C (4-benzyl-8-tert-butoxy-2,3,4,5-tetrahydropyrido[3,2-f][1,4]oxazepine). The yield is 71.2%. As a reaction SMILES: [CH2:1]([N:8]1[CH2:14][C:13]2[CH:15]=[CH:16][C:17](Cl)=[N:18][C:12]=2[O:11][CH2:10][CH2:9]1)[C:2]1[CH:7]=[CH:6][CH:5]=[CH:4][CH:3]=1.[CH3:20][C:21]([O-:24])([CH3:23])[CH3:22].[Na+].O>C1(C)C=CC=CC=1.C1C=CC(/C=C/C(/C=C/C2C=CC=CC=2)=O)=CC=1.C1C=CC(/C=C/C(/C=C/C2C=CC=CC=2)=O)=CC=1.C1C=CC(/C=C/C(/C=C/C2C=CC=CC=2)=O)=CC=1.[Pd].[Pd].C1C=CC(P(C2C(C3C(P(C4C=CC=CC=4)C4C=CC=CC=4)=CC=C4C=3C=CC=C4)=C3C(C=CC=C3)=CC=2)C2C=CC=CC=2)=CC=1>[CH2:1]([N:8]1[CH2:14][C:13]2[CH:15]=[CH:16][C:17]([O:24][C:21]([CH3:23])([CH3:22])[CH3:20])=[N:18][C:12]=2[O:11][CH2:10][CH2:9]1)[C:2]1[CH:7]=[CH:6][CH:5]=[CH:4][CH:3]=1 |f:1.2,5.6.7.8.9|. Procedure details: A solution of 4-benzyl-8-chloro-2,3,4,5-tetrahydropyrido[3,2-f][1,4]oxazepine (1.0 g), tBuONa (0.70 g) and BINAP (0.068 g) in toluene (10 mL) was deaerated with an argon gas, Pd2(dba)3 (0.050 g) was added, and the resulting mixture was stirred at 100° C. for 2 hr under an argon atmosphere. The reaction solution was poured into water, and the resulting product was extracted with ethyl acetate. The organic layer was washed with water and saturated brine and dried, and the solvent was evaporated un... Reactants: N(=O)[O-].[Na+] (NaNO2), C(=O)(O)[O-].[Na+] (NaHCO3), NC1=C(C(=C(C(=O)OC)C=C1SCC1=CC=CC=C1)NC1=C(C=CC=C1)Cl)F (methyl 4-amino-5-(benzylthio)-3-fluoro-2-((2-chlorophenyl)amino)benzoate), Cl (HCl). The solvent is O (water), C(C)(=O)O (acetic acid). Run at time 1 hour. Product: FC1=C(C(=CC2=C1N=NS2)C(=O)OC)NC2=C(C=CC=C2)Cl (methyl 4-fluoro-5-((2-chlorophenyl)amino)benzo[d][1,2,3]thiadiazole-6-carboxylate). Isolated yield 90.1%. As a reaction SMILES: [NH2:1][C:2]1[C:11]([S:12]CC2C=CC=CC=2)=[CH:10][C:5]([C:6]([O:8][CH3:9])=[O:7])=[C:4]([NH:20][C:21]2[CH:26]=[CH:25][CH:24]=[CH:23][C:22]=2[Cl:27])[C:3]=1[F:28].Cl.[N:30]([O-])=O.[Na+].C([O-])(O)=O.[Na+]>C(O)(=O)C.O>[F:28][C:3]1[C:2]2[N:1]=[N:30][S:12][C:11]=2[CH:10]=[C:5]([C:6]([O:8][CH3:9])=[O:7])[C:4]=1[NH:20][C:21]1[CH:26]=[CH:25][CH:24]=[CH:23][C:22]=1[Cl:27] |f:2.3,4.5|. Procedure details: To a solution of methyl 4-amino-5-(benzylthio)-3-fluoro-2-((2-chlorophenyl)amino)benzoate (2.50 g, 5.99 mmol) in acetic acid (60 mL) was added con. HCl (8 mL). The resultant was stirred at ambient temperature for 1 h. A solution of NaNO2 (0.45 g, 6.58 mmol) in water (10 mL) was added dropwisely at 0° C. in 20 min. After stirring for 3 h, the reaction was treated with saturated NaHCO3 (aq.) till the solution was neutral. The aqueous layer was extracted with ethyl acetate (30 mL×3). The combined o... Starting materials: CN(C1CCCc2c(OCC(=O)OC(C)(C)C)cccc21)S(=O)(=O)c1ccc(F)c(Cl)c1, Oc1ccc(Cl)cc1. Yields the product CN(C1CCCc2c(OCC(=O)OC(C)(C)C)cccc21)S(=O)(=O)c1ccc(Oc2ccc(Cl)cc2)c(Cl)c1. Reaction SMILES: [C:1]([CH3:2])([CH3:3])([CH3:4])[O:5][C:6]([CH2:7][O:8][c:9]1[cH:10][cH:11][cH:12][c:13]2[c:18]1[CH2:17][CH2:16][CH2:15][CH:14]2[N:19]([CH3:20])[S:21](=[O:22])(=[O:23])[c:24]1[cH:25][c:26]([Cl:31])[c:27]([F:30])[cH:28][cH:29]1)=[O:32].[OH:33][c:34]1[cH:35][cH:36][c:37]([Cl:38])[cH:39][cH:40]1>>[C:1]([CH3:2])([CH3:3])([CH3:4])[O:5][C:6]([CH2:7][O:8][c:9]1[cH:10][cH:11][cH:12][c:13]2[c:18]1[CH2:17][CH2:16][CH2:15][CH:14]2[N:19]([CH3:20])[S:21](=[O:22])(=[O:23])[c:24]1[cH:25][c:26]([Cl:31])[c:27]([O:33][c:34]2[cH:35][cH:36][c:37]([Cl:38])[cH:39][cH:40]2)[cH:28][cH:29]1)=[O:32]. Reactants: OC1=CC=C(C=C1)C1SC2=C(N(C1=O)CC(=O)O)C=CC=C2 ([3,4-dihydro-2-(4-hydroxyphenyl)-3-oxo-2H-1,4-benzothiazin-4-yl]acetic acid), C(C)(=O)OC(C)=O (acetic anhydride), Cl (HCl). Run in N1=CC=CC=C1 (pyridine). Conditions: time 8 hour. Yields the product C(C)(=O)OC1=CC=C(C=C1)C1SC2=C(N(C1=O)CC(=O)O)C=CC=C2 ([2-(4-Acetoxyphenyl)-3,4-dihydro-3-oxo-2H-1,4-benzothiazin-4-yl]acetic acid). Isolated yield 63.0%. As a reaction SMILES: [OH:1][C:2]1[CH:7]=[CH:6][C:5]([CH:8]2[C:13](=[O:14])[N:12]([CH2:15][C:16]([OH:18])=[O:17])[C:11]3[CH:19]=[CH:20][CH:21]=[CH:22][C:10]=3[S:9]2)=[CH:4][CH:3]=1.[C:23](OC(=O)C)(=[O:25])[CH3:24].Cl>N1C=CC=CC=1>[C:23]([O:1][C:2]1[CH:3]=[CH:4][C:5]([CH:8]2[C:13](=[O:14])[N:12]([CH2:15][C:16]([OH:18])=[O:17])[C:11]3[CH:19]=[CH:20][CH:21]=[CH:22][C:10]=3[S:9]2)=[CH:6][CH:7]=1)(=[O:25])[CH3:24]. Procedure: To a solution of [3,4-dihydro-2-(4-hydroxyphenyl)-3-oxo-2H-1,4-benzothiazin-4-yl]acetic acid (compound No. 17, 49.2 g) in pyridine (150 ml), acetic anhydride (22 ml) is added and the mixture is standed overnight. The reaction mixture is poured into a mixture of 6N HCl and ice, and the separated oil is extracted with ethyl acetate. The organic layer is washed with N HCl, dried over anhydrous sodium sulfate and concentrated in vacuo. Benzene and ether are added to the residue and separated crystal... The reactants are CN(C)CC1=CC=C(O1)CSCCN (2-(5-dimethylaminomethylfuran-2-ylmethylthio)ethylamine), C(C)S(=O)(=O)NC=1C=C(C(=O)OC2=CC=C(C=C2)[N+](=O)[O-])C=CC1 (4-nitrophenyl 3-ethanesulfonamidobenzoate). The product is C(CCC)S(=O)(=O)NC=1C=C(C(=O)OC2=CC=C(C=C2)[N+](=O)[O-])C=CC1 (4-nitrophenyl 3-butanesulfonamidobenzoate). Yield: 100.0%. As a reaction SMILES: CN([CH2:4][C:5]1OC(CSCCN)=CC=1)C.[CH2:15]([S:17]([NH:20][C:21]1[CH:22]=[C:23]([CH:36]=[CH:37][CH:38]=1)[C:24]([O:26][C:27]1[CH:32]=[CH:31][C:30]([N+:33]([O-:35])=[O:34])=[CH:29][CH:28]=1)=[O:25])(=[O:19])=[O:18])[CH3:16]>>[CH2:15]([S:17]([NH:20][C:21]1[CH:22]=[C:23]([CH:36]=[CH:37][CH:38]=1)[C:24]([O:26][C:27]1[CH:32]=[CH:31][C:30]([N+:33]([O-:35])=[O:34])=[CH:29][CH:28]=1)=[O:25])(=[O:19])=[O:18])[CH2:16][CH2:4][CH3:5]. Procedure: In the same manner, by reacting 0.02 mole of 2-(5-dimethylaminomethylfuran-2-ylmethylthio)ethylamine with 0.02 mole of 4-nitrophenyl 3-ethanesulfonamidobenzoate and, respectively, with 0.02 mole of 4-nitrophenyl 3-butanesulfonamidobenzoate, there is obtained Starting materials: C(C)NC1=C(C=C(C(=C1)OC)OC)[C@H]1CC=2C=CC(=CC2CC1)OC(C(C)(C)C)=O (pivalic acid (R)-6-(2-ethylamino-4,5-dimethoxyphenyl)-5,6,7,8-tetrahydronaphthalen-2-yl ester), C(C)(=O)OC1=C(C=C(C(=O)O)C=C1)F (4-acetoxy-3-fluorobenzoic acid), C(C)(=O)OC1=C(C=C(C(=O)CCNC2=C(C=C(C(=C2)OC)OC)[C@H]2CC=3C=CC(=CC3CC2)OC(C(C)(C)C)=O)C=C1)F (pivalic acid (R)-6-{2-[(4-acetoxy-3-fluorobenzoyl)ethylamino]-4,5-dimethoxyphenyl}-5,6,7,8-tetrahydronaphthalen-2-yl ester). Product: C(C)N(C1=C(C=C(C(=C1)OC)OC)[C@H]1CC=2C=CC(=CC2CC1)OC(C(C)(C)C)=O)C(C1=CC(=C(C=C1)O)F)=O (Pivalic acid (R)-6-{2-[ethyl(3-fluoro-4-hydroxybenzoyl)amino]-4,5-dimethoxyphenyl}-5,6,7,8-tetrahydronaphthalen-2-yl ester). Reaction SMILES: [CH2:1]([NH:3][C:4]1[CH:9]=[C:8]([O:10][CH3:11])[C:7]([O:12][CH3:13])=[CH:6][C:5]=1[C@@H:14]1[CH2:23][CH2:22][C:21]2[CH:20]=[C:19]([O:24][C:25](=[O:30])[C:26]([CH3:29])([CH3:28])[CH3:27])[CH:18]=[CH:17][C:16]=2[CH2:15]1)[CH3:2].C([O:34][C:35]1[CH:43]=[CH:42][C:38]([C:39](O)=[O:40])=[CH:37][C:36]=1[F:44])(=O)C.C(OC1C=CC(C(CCNC2C=C(OC)C(OC)=CC=2[C@@H]2CCC3C=C(OC(=O)C(C)(C)C)C=CC=3C2)=O)=CC=1F)(=O)C>>[CH2:1]([N:3]([C:39](=[O:40])[C:38]1[CH:42]=[CH:43][C:35]([OH:34])=[C:36]([F:44])[CH:37]=1)[C:4]1[CH:9]=[C:8]([O:10][CH3:11])[C:7]([O:12][CH3:13])=[CH:6][C:5]=1[C@@H:14]1[CH2:23][CH2:22][C:21]2[CH:20]=[C:19]([O:24][C:25](=[O:30])[C:26]([CH3:29])([CH3:28])[CH3:27])[CH:18]=[CH:17][C:16]=2[CH2:15]1)[CH3:2]. Reported procedure: Synthesized from pivalic acid (R)-6-(2-ethylamino-4,5-dimethoxyphenyl)-5,6,7,8-tetrahydronaphthalen-2-yl ester and 4-acetoxy-3-fluorobenzoic acid according to an analogous synthetic method to Preparation Example 154, pivalic acid (R)-6-{2-[(4-acetoxy-3-fluorobenzoyl)ethylamino]-4,5-dimethoxyphenyl}-5,6,7,8-tetrahydronaphthalen-2-yl ester (537 mg) was used according to an analogous synthetic method to Preparation Example 155 to provide the title compound (298 mg). Reactants: decahydrate, C([O-])([O-])=O.[Na+].[Na+] (sodium carbonate), C([O-])(O)=O.[Na+] (sodium bicarbonate), C([O-])(O)=O.[Na+] (sodium bicarbonate), C([O-])(O)=O.[Na+] (sodium bicarbonate). The solvent is O (Water). The product is O.O.O.O.O.O.O.O.O.O.C([O-])([O-])=O.[Na+].[Na+] (sodium carbonate decahydrate). RXN SMILES: [C:1](=[O:4])([OH:3])[O-:2].[Na+:5].C(=O)([O-])[O-:7].[Na+].[Na+]>O>[OH2:2].[OH2:7].[OH2:2].[OH2:2].[OH2:2].[OH2:2].[OH2:2].[OH2:2].[OH2:2].[OH2:2].[C:1](=[O:2])([O-:4])[O-:3].[Na+:5].[Na+:5] |f:0.1,2.3.4,6.7.8.9.10.11.12.13.14.15.16.17.18|. Reported procedure: The mother liquor, preferably, is treated and prepared before being passed to the decahydrate crystallizer 17. Water is added through line 56 to the mother liquor in line 54 to dilute it so that the concentration of sodium bicarbonate entering the crystallizer 17 via line 58 is reduced. At preferred operating conditions, diluted mother liquor has a concentration of sodium bicarbonate of about 3.5% and a concentration of sodium carbonate of about 15.3%. The dilution insures that no sodium bicarbo...